Dataset: the Open Reaction Database (ORD), a public repository of structured organic reaction records. Task: describe an organic reaction: reactants, conditions, products, and yield The reactants are N[C@@H]1[C@H](CCC1)NC(OC(C)(C)C)=O (tert-butyl N-[(1S,2S)-2-aminocyclopentyl]carbamate), ClC=1C=CC(=C(C(=O)O)C1)N1N=CC=N1 (5-chloro-2-(2H-1,2,3-triazol-2-yl)benzoic acid), ClC=1C=CC(=C(C(=O)O)C1)N1N=CC=N1 (5-chloro-2-(2H-1,2,3-triazol-2-yl)benzoic acid), CN(C)C(=[N+](C)C)ON1C2=C(C=CC=C2)N=N1.[B-](F)(F)(F)F (TBTU), CCN(C(C)C)C(C)C (DIPEA). Solvent: CN(C)C=O (DMF), O (water). The product is ClC=1C=CC(=C(C(=O)N[C@@H]2[C@H](CCC2)NC(OC(C)(C)C)=O)C1)N1N=CC=N1 (tert-Butyl N-[(1S,2S)-2-[5-chloro-2-(2H-1,2,3-triazol-2-yl)benzamido]cyclopentyl]carbamate). Reaction SMILES: [NH2:1][C@H:2]1[CH2:6][CH2:5][CH2:4][C@@H:3]1[NH:7][C:8](=[O:14])[O:9][C:10]([CH3:13])([CH3:12])[CH3:11].[Cl:15][C:16]1[CH:17]=[CH:18][C:19]([N:25]2[N:29]=[CH:28][CH:27]=[N:26]2)=[C:20]([CH:24]=1)[C:21](O)=[O:22].CN(C(ON1N=NC2C=CC=CC1=2)=[N+](C)C)C.[B-](F)(F)(F)F.CCN(C(C)C)C(C)C>CN(C=O)C.O>[Cl:15][C:16]1[CH:17]=[CH:18][C:19]([N:25]2[N:29]=[CH:28][CH:27]=[N:26]2)=[C:20]([CH:24]=1)[C:21]([NH:1][C@H:2]1[CH2:6][CH2:5][CH2:4][C@@H:3]1[NH:7][C:8](=[O:14])[O:9][C:10]([CH3:11])([CH3:13])[CH3:12])=[O:22] |f:2.3|. Procedure details: A solution of tert-butyl N-[(1S,2S)-2-aminocyclopentyl]carbamate (CAS number 586961-34-4; 120 mg, 0.60 mmol), 5-chloro-2-(2H-1,2,3-triazol-2-yl)benzoic acid (Intermediate 38a; CAS number 1293284-54-4; 134 mg, 0.60 mmol), TBTU (231 mg, 0.72 mmol) and DIPEA (0.116 g, 0.9 mmol) in DMF (3 ml) was stirred at room temperature for 2 hours. The reaction was diluted with water (30 ml) and extracted with ethyl acetate (3×30 ml). The combined organics were washed with water (20 ml), brine (20 ml), dried ov... Reactants: O=C(O)C1CCN(C(=O)c2ccccc2)CC1, Cl, CN(C(=O)N(C)C1CCNCC1c1ccc(F)cc1)c1cc(C(F)(F)F)cc(C(F)(F)F)c1. The product is CN(C(=O)N(C)C1CCN(C(=O)C2CCN(C(=O)c3ccccc3)CC2)CC1c1ccc(F)cc1)c1cc(C(F)(F)F)cc(C(F)(F)F)c1. Reaction SMILES: [C:35]([c:36]1[cH:37][cH:38][cH:39][cH:40][cH:41]1)(=[O:42])[N:43]1[CH2:44][CH2:45][CH:46]([C:49](=[O:50])[OH:51])[CH2:47][CH2:48]1.[ClH:1].[F:2][C:3]([c:4]1[cH:5][c:6]([N:14]([C:15](=[O:16])[N:17]([CH3:18])[CH:19]2[CH:20]([c:25]3[cH:26][cH:27][c:28]([F:31])[cH:29][cH:30]3)[CH2:21][NH:22][CH2:23][CH2:24]2)[CH3:32])[cH:7][c:8]([C:10]([F:11])([F:12])[F:13])[cH:9]1)([F:33])[F:34]>>[F:2][C:3]([c:4]1[cH:5][c:6]([N:14]([C:15](=[O:16])[N:17]([CH3:18])[CH:19]2[CH:20]([c:25]3[cH:26][cH:27][c:28]([F:31])[cH:29][cH:30]3)[CH2:21][N:22]([C:49]([CH:46]3[CH2:45][CH2:44][N:43]([C:35]([c:36]4[cH:37][cH:38][cH:39][cH:40][cH:41]4)=[O:42])[CH2:48][CH2:47]3)=[O:50])[CH2:23][CH2:24]2)[CH3:32])[cH:7][c:8]([C:10]([F:11])([F:12])[F:13])[cH:9]1)([F:33])[F:34]. Reactants: N[C@@H]1CN(CC1)C(=O)OC(C)(C)C ((S)-3-Amino-1-N-Boc-pyrrolidine), CN(\C=C(/C(=O)OCC)\C(C1=C(C=CC(=C1)I)F)=O)C ((Z)-Ethyl 3-(dimethylamino)-2-(2-fluoro-5-iodobenzoyl)acrylate), CN(\C=C(/C(=O)OCC)\C(C1=C(C=CC(=C1)I)F)=O)C ((Z)-Ethyl 3-(dimethylamino)-2-(2-fluoro-5-iodobenzoyl)acrylate), C([O-])([O-])=O.[K+].[K+] (potassium carbonate). Solvent: O (Water). Conditions: temperature 50 celsius, time 1 hour. Product: C(C)(C)(C)OC(=O)N1C[C@@H](CC1)N1C=C(C(C2=CC(=CC=C12)I)=O)C(=O)OCC ((R)-ethyl 1-(1-(tert-butoxycarbonyl)pyrrolidin-3-yl)-6-iodo-4-oxo-1,4-dihydroquinoline-3-carboxylate). The yield is 70.4%. As a reaction SMILES: [NH2:1][C@H:2]1[CH2:6][CH2:5][N:4]([C:7]([O:9][C:10]([CH3:13])([CH3:12])[CH3:11])=[O:8])[CH2:3]1.CN(C)/[CH:16]=[C:17](/[C:23](=[O:32])[C:24]1[CH:29]=[C:28]([I:30])[CH:27]=[CH:26][C:25]=1F)\[C:18]([O:20][CH2:21][CH3:22])=[O:19].C(=O)([O-])[O-].[K+].[K+]>O>[C:10]([O:9][C:7]([N:4]1[CH2:5][CH2:6][C@@H:2]([N:1]2[C:25]3[C:24](=[CH:29][C:28]([I:30])=[CH:27][CH:26]=3)[C:23](=[O:32])[C:17]([C:18]([O:20][CH2:21][CH3:22])=[O:19])=[CH:16]2)[CH2:3]1)=[O:8])([CH3:13])([CH3:12])[CH3:11] |f:2.3.4|. Procedure: (S)-3-Amino-1-N-Boc-pyrrolidine (1 g, 5.36 mmol) was added to the solution of (Z)-ethyl 3-(dimethylamino)-2-(3-iodobenzoyl)acrylate (Intermediate 24, 0.34M, 14.3 mL, 4.88 mmol) and heated at 50° C. for 3 h. The solvent was removed in vacuo and the residue was dried in a vacuum oven for 1.5 h. The residue was then dissolved in dimethyl formamide (8 mL) and potassium carbonate powder (1.0 g, 6.83 mmol) was added. The reaction was heated at 70° C. for 3 h then cooled to room temperature. Water (40 ...